From a dataset of the Open Reaction Database (ORD), a public repository of structured organic reaction records. describe an organic reaction: reactants, conditions, products, and yield Reactants: [BH3-]C#N, C=O, CC(=O)O, CC#N, COc1ccc(F)cc1C(C)(C)CC(O)(CN1CCNc2ccccc21)C(F)(F)F, [Na+]. The product is COc1ccc(F)cc1C(C)(C)CC(O)(CN1CCN(C)c2ccccc21)C(F)(F)F. Reaction SMILES: [C:33]([BH3-:34])#[N:35].[CH2:31]=[O:32].[CH3:37][C:38](=[O:39])[OH:40].[CH3:41][C:42]#[N:43].[N:1]1([CH2:11][C:12]([C:13]([F:14])([F:15])[F:16])([CH2:17][C:18]([CH3:19])([CH3:20])[c:21]2[c:22]([O:28][CH3:29])[cH:23][cH:24][c:25]([F:27])[cH:26]2)[OH:30])[CH2:2][CH2:3][NH:4][c:5]2[cH:6][cH:7][cH:8][cH:9][c:10]21.[Na+:36]>>[N:1]1([CH2:11][C:12]([C:13]([F:14])([F:15])[F:16])([CH2:17][C:18]([CH3:19])([CH3:20])[c:21]2[c:22]([O:28][CH3:29])[cH:23][cH:24][c:25]([F:27])[cH:26]2)[OH:30])[CH2:2][CH2:3][N:4]([CH3:33])[c:5]2[cH:6][cH:7][cH:8][cH:9][c:10]21. Starting materials: N1=CC=CC=C1 (pyridine), N-[3-(dimethylamino)propyl]-N-ethylcarbodiimide hydrochloride, FC1=CC(=C(C=C1)N)OCCOC (4-fluoro-2-(2-methoxyethoxy)phenylamine), N1(CCOCC1)C=1N=C(NC(C1)=O)CC(=O)[O-].[Na+] (sodium [4-(morpholin-4-yl)-6-oxo-1,6-dihydropyrimidin-2-yl]acetate). Solvent: CN(C=O)C (N,N-dimethylformamide). Reaction conditions: time 15 hour. The product is FC1=CC(=C(C=C1)NC(CC=1NC(C=C(N1)N1CCOCC1)=O)=O)OCCOC (N-[4-fluoro-2-(2-methoxyethoxy)phenyl]-2-[4-(morpholin-4-yl)-6-oxo-1,6-dihydropyrimidin-2-yl]acetamide). Isolated yield 19.9%. Reaction SMILES: N1C=CC=CC=1.[F:7][C:8]1[CH:13]=[CH:12][C:11]([NH2:14])=[C:10]([O:15][CH2:16][CH2:17][O:18][CH3:19])[CH:9]=1.[N:20]1([C:26]2[N:27]=[C:28]([CH2:33][C:34]([O-])=[O:35])[NH:29][C:30](=[O:32])[CH:31]=2)[CH2:25][CH2:24][O:23][CH2:22][CH2:21]1.[Na+]>CN(C)C=O>[F:7][C:8]1[CH:13]=[CH:12][C:11]([NH:14][C:34](=[O:35])[CH2:33][C:28]2[NH:29][C:30](=[O:32])[CH:31]=[C:26]([N:20]3[CH2:25][CH2:24][O:23][CH2:22][CH2:21]3)[N:27]=2)=[C:10]([O:15][CH2:16][CH2:17][O:18][CH3:19])[CH:9]=1 |f:2.3|. Procedure details: 3 ml of pyridine, 500 mg of N-[3-(dimethylamino)propyl]-N-ethylcarbodiimide hydrochloride and 590 mg of 4-fluoro-2-(2-methoxyethoxy)phenylamine are added to a solution of 500 mg of sodium [4-(morpholin-4-yl)-6-oxo-1,6-dihydropyrimidin-2-yl]acetate prepared in stage 2 of example 1, in 3 ml of N,N-dimethylformamide. The reaction mixture is stirred at ambient temperature for 15 hours, and then concentrated under reduced pressure. Water and ethyl acetate are added and the resulting mixture is thus s...